From a dataset of the Open Reaction Database (ORD), a public repository of structured organic reaction records. describe an organic reaction: reactants, conditions, products, and yield Conditions: time 15 minute. Procedure details: Thiophene (1.150 g, 13.60 mmol) was dissolved in diethyl ether (50 mL, sodium benzophenone ketyl) under argon. n-Butyl lithium (5.10 mL, 13.60 mmol) was added quickly with a syringe under evolution of heat. The resulting mixture was stirred for 1 hour and 15 minutes at room temperature. After cooling to -75° C., benzoylpyridine (2.50 g, 13.6 mmol) dissolved in THF (10 mL) was added over a period of 10 minutes and the resulting mixture was stirred for 60 hours at room temperature. The resulting t... The yield is 50.0%. The solvent is C1CCOC1 (THF), C1CCOC1 (THF), NaH2PO4. The reactants are S1C=CC=C1 (Thiophene), C(C)OCC (diethyl ether), C(Cl)Cl.C(C)OCC (CH2Cl2 diethyl ether), C(C1=CC=CC=C1)(=O)C1=NC=CC=C1 (benzoylpyridine), C(CCC)[Li] (n-Butyl lithium). The product is gel, C1(=CC=CC=C1)C(O)(C=1SC=CC1)C1=CC=NC=C1 ((Phenyl)-(pyrid-4-yl)-(thien-2-yl)methanol). As a reaction SMILES: [S:1]1[CH:5]=[CH:4][CH:3]=[CH:2]1.[CH2:6]([Li])[CH2:7][CH2:8][CH3:9].C([C:19]1[CH:24]=[CH:23][CH:22]=[CH:21][N:20]=1)(=O)C1C=CC=CC=1.C(Cl)Cl.[CH2:28]([O:30]CC)C.[CH2:33](OCC)[CH3:34]>C1COCC1>[C:9]1([C:28]([C:23]2[CH:24]=[CH:19][N:20]=[CH:21][CH:22]=2)([C:2]2[S:1][CH:5]=[CH:4][CH:3]=2)[OH:30])[CH:34]=[CH:33][CH:6]=[CH:7][CH:8]=1 |f:3.4|.